This data is from the Open Reaction Database (ORD), a public repository of structured organic reaction records. The task is: describe an organic reaction: reactants, conditions, products, and yield Procedure details: A solution of 3-(p-fluorobenzoyl)propionic acid (58.8 g.) in anhydrous methanol (250 ml.) was treated with concentrated sulphuric acid (3.2 ml.) and the mixture heated at reflux temperature for 10 hours. It was then concentrated to a volume of 100 ml., cooled and diluted with ice-water. The resultant solid was collected and crystallised from ligroin to yield the ester (59.7 g.), m.p. 48°-50 ° C. Yields the product FC1=CC=C(C(=O)CCC(=O)OC)C=C1 (Methyl 3-(p-fluorobenzoyl)propionate). As a reaction SMILES: [F:1][C:2]1[CH:14]=[CH:13][C:5]([C:6]([CH2:8][CH2:9][C:10]([OH:12])=[O:11])=[O:7])=[CH:4][CH:3]=1.S(=O)(=O)(O)O.[CH3:20]O>>[F:1][C:2]1[CH:3]=[CH:4][C:5]([C:6]([CH2:8][CH2:9][C:10]([O:12][CH3:20])=[O:11])=[O:7])=[CH:13][CH:14]=1. The reactants are FC1=CC=C(C(=O)CCC(=O)O)C=C1 (3-(p-fluorobenzoyl)propionic acid), S(O)(O)(=O)=O (sulphuric acid), CO (methanol). Reactants: Cl (hydrochloric acid), ClCCCCN1N=CC(NC1=O)=O (2-(4-chlorobutyl)-3,5-dioxo-(2H,4H)-1,2,4-triazine), FC(C=1C=C(C=CC1)N1CCNCC1)(F)F (4-(3-trifluoromethylphenyl)piperazine), C=1(C(=CC=CC1)C)C (Xylene). Run in C(C)OCC (ethyl ether), C(C)OCC (ethyl ether). Product: Cl.FC(C=1C=C(C=CC1)N1CCN(CC1)CCCCN1N=CC(NC1=O)=O)(F)F (2-(4-(4-(3-trifluoromethylphenyl)piperazino)butyl)-3,5-dioxo-(2H,4H)-1,2,4-triazine hydrochloride). Yield: 26.3%. Reaction SMILES: [Cl:1][CH2:2][CH2:3][CH2:4][CH2:5][N:6]1[C:11](=[O:12])[NH:10][C:9](=[O:13])[CH:8]=[N:7]1.[F:14][C:15]([F:29])([F:28])[C:16]1[CH:17]=[C:18]([N:22]2[CH2:27][CH2:26][NH:25][CH2:24][CH2:23]2)[CH:19]=[CH:20][CH:21]=1.C1(C)C(C)=CC=CC=1.Cl>C(OCC)C>[ClH:1].[F:29][C:15]([F:14])([F:28])[C:16]1[CH:17]=[C:18]([N:22]2[CH2:27][CH2:26][N:25]([CH2:2][CH2:3][CH2:4][CH2:5][N:6]3[C:11](=[O:12])[NH:10][C:9](=[O:13])[CH:8]=[N:7]3)[CH2:24][CH2:23]2)[CH:19]=[CH:20][CH:21]=1 |f:5.6|. Procedure details: The compound 1b (6.67 g; 0.033 mol) and 4-(3-trifluoromethylphenyl)piperazine (15.3 g; 0.066 mol) are heated to dryness for 7 hours at 120-130° C. Xylene (40 ml) is added and heated for one additional hour under reflux. After cooling and concentrating to dryness under vacuum, the residue is taken up in water (30 ml) and in ethyl ether (2×100 ml). The organic phases are dried (Na2SO4) and concentrated to dryness under vacuum. The oil obtained is taken up in ethyl ether (50 ml) and then supplement... Reactants: CC(=O)c1ccc(O)c([N+](=O)[O-])c1, O. The product is CC(=O)c1ccc(O)c(N)c1. As a reaction SMILES: [N+:1]([O-:2])(=[O:3])[c:4]1[c:5]([OH:13])[cH:6][cH:7][c:8]([C:10]([CH3:11])=[O:12])[cH:9]1.[OH2:14]>>[NH2:1][c:4]1[c:5]([OH:13])[cH:6][cH:7][c:8]([C:10]([CH3:11])=[O:12])[cH:9]1. Reactants: CCCCNCCCC, CN(C)C=O, O=C1c2ccccc2-n2cnc(-c3noc(CCl)n3)c2C2CCCN12. Product: CCCCN(CCCC)Cc1nc(-c2ncn3c2C2CCCN2C(=O)c2ccccc2-3)no1. Reaction SMILES: [CH2:26]([CH2:27][CH2:28][CH3:29])[NH:30][CH2:31][CH2:32][CH2:33][CH3:34].[CH3:35][N:36]([CH3:37])[CH:38]=[O:39].[Cl:1][CH2:2][c:3]1[n:4][c:5](-[c:8]2[n:9][cH:10][n:11]3[c:12]2[CH:13]2[N:14]([C:15](=[O:22])[c:16]4[c:17]-3[cH:18][cH:19][cH:20][cH:21]4)[CH2:23][CH2:24][CH2:25]2)[n:6][o:7]1>>[CH2:2]([c:3]1[n:4][c:5](-[c:8]2[n:9][cH:10][n:11]3[c:12]2[CH:13]2[N:14]([C:15](=[O:22])[c:16]4[c:17]-3[cH:18][cH:19][cH:20][cH:21]4)[CH2:23][CH2:24][CH2:25]2)[n:6][o:7]1)[N:30]([CH2:26][CH2:27][CH2:28][CH3:29])[CH2:31][CH2:32][CH2:33][CH3:34]. Reactants: C(C)C1=NC=2C(=NC(=CC2C)C)N1C1=CC=C(C=C1)CCNC(=O)NS(=O)(=O)C1=CC=C(C=C1)C (2-ETHYL-5,7-DIMETHYL-3-(4-{2-[({[(4-METHYLPHENYL)SULFONYL]AMINO}CARBONYL)AMINO]ETHYL}PHENYL)-3H-IMIDAZO[4,5-b]PYRIDINE), C(CC(C)C)(=O)Cl (isovaleryl chloride). The product is C(C(C)C)C1=NC=2C(=NC(=CC2C)C)N1C1=CC=C(C=C1)CCNC(=O)NS(=O)(=O)C1=CC=C(C=C1)C (2-ISOBUTYL-5,7-DIMETHYL-3-(4-{2-[({[(4-METHYLPHENYL)SULFONYL]AMINO}CARBONYL)AMINO]ETHYL}PHENYL)-3H-IMIDAZO[4,5-b]PYRIDINE). As a reaction SMILES: C(C1[N:13]([C:14]2[CH:19]=[CH:18][C:17]([CH2:20][CH2:21][NH:22][C:23]([NH:25][S:26]([C:29]3[CH:34]=[CH:33][C:32]([CH3:35])=[CH:31][CH:30]=3)(=[O:28])=[O:27])=[O:24])=[CH:16][CH:15]=2)[C:6]2=[N:7][C:8]([CH3:12])=[CH:9][C:10]([CH3:11])=[C:5]2[N:4]=1)C.[C:36](Cl)(=O)[CH2:37][CH:38]([CH3:40])[CH3:39]>>[CH2:37]([C:36]1[N:13]([C:14]2[CH:19]=[CH:18][C:17]([CH2:20][CH2:21][NH:22][C:23]([NH:25][S:26]([C:29]3[CH:30]=[CH:31][C:32]([CH3:35])=[CH:33][CH:34]=3)(=[O:28])=[O:27])=[O:24])=[CH:16][CH:15]=2)[C:6]2=[N:7][C:8]([CH3:12])=[CH:9][C:10]([CH3:11])=[C:5]2[N:4]=1)[CH:38]([CH3:40])[CH3:39]. Procedure details: The title compound was prepared according to the procedure described in step 5 of Example 1 from 2-{4-[(3-amino-4,6-dimethyl-2-pyridinyl)amino]phenyl}ethanol (step 4 of Example 1) and isovaleryl chloride.